This data is from the Open Reaction Database (ORD), a public repository of structured organic reaction records. The task is: describe an organic reaction: reactants, conditions, products, and yield The reactants are C[C@@H](CC)OC=1C=C(C(=O)OC)C=C(C1)OCC1=CC=CC=C1 (Methyl 3-{[(1S)-1-methylpropyl]oxy}-5-[(phenylmethyl)oxy]benzoate), [OH-].[Na+] (sodium hydroxide). Run in C1CCOC1 (THF). The product is C[C@@H](CC)OC=1C=C(C(=O)O)C=C(C1)OCC1=CC=CC=C1 (3-{[(1S)-1-Methylpropyl]oxy}-5-[(phenylmethyl)oxy]benzoic acid). Isolated yield 80.8%. RXN SMILES: [CH3:1][C@H:2]([O:5][C:6]1[CH:7]=[C:8]([CH:13]=[C:14]([O:16][CH2:17][C:18]2[CH:23]=[CH:22][CH:21]=[CH:20][CH:19]=2)[CH:15]=1)[C:9]([O:11]C)=[O:10])[CH2:3][CH3:4].[OH-].[Na+]>C1COCC1>[CH3:1][C@H:2]([O:5][C:6]1[CH:7]=[C:8]([CH:13]=[C:14]([O:16][CH2:17][C:18]2[CH:19]=[CH:20][CH:21]=[CH:22][CH:23]=2)[CH:15]=1)[C:9]([OH:11])=[O:10])[CH2:3][CH3:4] |f:1.2|. Procedure: Methyl 3-{[(1S)-1-methylpropyl]oxy}-5-[(phenylmethyl)oxy]benzoate (14.87 g, 47.36 mmol) was vigorously stirred in a mixture of aqueous 1M sodium hydroxide (120 mL) and THF at approximately 45° C. for 4 hours. The bulk of the THF was removed under reduced pressure and the resultant solution partitioned between water and diethyl ether. The aqueous phase was acidified with 2M hydrochloric acid and then extracted with ethyl acetate. The organics were dried (MgSO4) and concentrated in vacuo gave a wh... Reactants: ClC1=CC(=C(C=C1)N1NC2=C(C1=O)CCC2)F (2-(4-chloro-2-fluorophenyl)-1,4,5,6-tetrahydrocyclopentapyrazol-3(2H)-one), P(=O)(Cl)(Cl)Cl (phosphorous oxychloride). Product: ClC=1N(N=C2C1CCC2)C2=C(C=C(C=C2)Cl)F (3-chloro-2-(4-chloro-2-fluorophenyl)-2,4,5,6-tetrahydrocyclopentapyrazole). Reaction SMILES: [Cl:1][C:2]1[CH:7]=[CH:6][C:5]([N:8]2[C:12](=O)[C:11]3[CH2:14][CH2:15][CH2:16][C:10]=3[NH:9]2)=[C:4]([F:17])[CH:3]=1.P(Cl)(Cl)([Cl:20])=O>>[Cl:20][C:12]1[N:8]([C:5]2[CH:6]=[CH:7][C:2]([Cl:1])=[CH:3][C:4]=2[F:17])[N:9]=[C:10]2[CH2:16][CH2:15][CH2:14][C:11]=12. Reported procedure: By reacting 2-(4-chloro-2-fluorophenyl)-1,4,5,6-tetrahydrocyclopentapyrazol-3(2H)-one with phosphorous oxychloride according to the procedure of Example 1(d), 3-chloro-2-(4-chloro-2-fluorophenyl)-2,4,5,6-tetrahydrocyclopentapyrazole (m.p. 102°-104° ) was obtained. The reactants are C1(C=CCCC1)=O (Cyclohex-2-enone), C(C)(=O)O (acetic acid), C[S-].[Na+] (sodium thiomethoxide). The solvent is C1(=CC=CC=C1)C (toluene). Run at time 8 hour. The product is CSC1CC(CCC1)=O (3-(methylthio)cyclohexanone). Yield: 86.2%. As a reaction SMILES: [C:1]1(=[O:7])[CH2:6][CH2:5][CH2:4][CH:3]=[CH:2]1.C(O)(=O)C.[CH3:12][S-:13].[Na+]>C1(C)C=CC=CC=1>[CH3:12][S:13][CH:3]1[CH2:4][CH2:5][CH2:6][C:1](=[O:7])[CH2:2]1 |f:2.3|. Procedure: Cyclohex-2-enone (3.80 g, 95% Aldrich, 39.5 mmol uncorrected), toluene (15.31 g, HPLC grade) and glacial acetic acid (2.85 g, 47.4 mmoles, 1.20 eq, 99.7+% Aldrich) were combined in a 50 mL 3-necked round bottom flask equipped with a magnetic stirrer, reflux condenser with nitrogen oil bubbler vented to a bleach scrubber, thermometer with Therm-o-watch controller and septum. To the stirred solution was added 15 wt % sodium thiomethoxide (19.4 g of solution, 2.91 g, 41.5 mmol, 1.05 eq of NaSCH3) i... The reactants are CS(=O)(=O)N (methanesulfonamide), N1(CCC1)S(=O)(=O)N (azetidine-1-sulfonamide), C(#N)C1(C2CC3CC(CC1C3)C2)COC2=CC(=C(C(=O)O)C=C2C2CC2)F (4-((2-cyanoadamantan-2-yl)methoxy)-5-cyclopropyl-2-fluorobenzoic acid), C1(CC1)C=1C(=CC(=C(C(=O)O)C1)F)OC1CCC2(CC1)CCCCC2 (5-cyclopropyl-2-fluoro-4-(spiro[5.5]undecan-3-yloxy)benzoic acid). The product is N1(CCC1)S(=O)(=O)NC(C1=C(C=C(C(=C1)C1CC1)OC1CCC2(CC1)CCCCC2)F)=O (N-(azetidin-1-ylsulfonyl)-5-cyclopropyl-2-fluoro-4-(spiro[5.5]undecan-3-yloxy)benzamide), solid. Yield: 44.0%. As a reaction SMILES: C(C1(COC2C(C3CC3)=CC(C(O)=O)=C(F)C=2)C2CC3CC(CC1C3)C2)#N.[CH:28]1([C:31]2[C:32]([O:41][CH:42]3[CH2:47][CH2:46][C:45]4([CH2:52][CH2:51][CH2:50][CH2:49][CH2:48]4)[CH2:44][CH2:43]3)=[CH:33][C:34]([F:40])=[C:35]([CH:39]=2)[C:36]([OH:38])=O)[CH2:30][CH2:29]1.CS(N)(=O)=O.[N:58]1([S:62]([NH2:65])(=[O:64])=[O:63])[CH2:61][CH2:60][CH2:59]1>>[N:58]1([S:62]([NH:65][C:36](=[O:38])[C:35]2[CH:39]=[C:31]([CH:28]3[CH2:30][CH2:29]3)[C:32]([O:41][CH:42]3[CH2:47][CH2:46][C:45]4([CH2:48][CH2:49][CH2:50][CH2:51][CH2:52]4)[CH2:44][CH2:43]3)=[CH:33][C:34]=2[F:40])(=[O:64])=[O:63])[CH2:61][CH2:60][CH2:59]1. Reported procedure: Following the procedure as described in Example 332 Step 7 and making non-critical variations to replace 4-((2-cyanoadamantan-2-yl)methoxy)-5-cyclopropyl-2-fluorobenzoic acid with 5-cyclopropyl-2-fluoro-4-(spiro[5.5]undecan-3-yloxy)benzoic acid and making variations as required to replace methanesulfonamide with azetidine-1-sulfonamide, the title compound was obtained as a white solid (0.045 g, 44%): 1H NMR (300 MHz, DMSO-d6) δ11.57 (s, 1H), 7.13 (d, J=8.5 Hz, 1H), 7.00 (d, J=13.3 Hz, 1H), 4.62-... Starting materials: C(=O)(N1C=NC=C1)N1C=NC=C1 (1,1'-carbonyldiimidazole), ClC=1C(=CC=2CCC3(CCC(C=C3C2C1Cl)=O)CCC)OCC(=O)O ([(3,4-Dichloro-6,7,8,8a,9,10-hexahydro-6-oxo-8a-propyl-2-phenanthrenyl)oxy]acetic acid), OC(C(=O)O)(C)C (2-Hydroxy-2-methylpropionic acid). Solvent: O1CCCC1 (tetrahydrofuran). Product: ClC=1C(=CC=2CCC3(CCC(C=C3C2C1Cl)=O)CCC)OCC(=O)OC(C)(C)C(=O)O (1-carboxy-1-methylethyl [(3,4-dichloro-6,7,8,8a,9,10-hexahydro-6-oxo-8a-propyl-2-phenanthrenyl)oxy]acetate). RXN SMILES: [Cl:1][C:2]1[C:3]([O:21][CH2:22][C:23]([OH:25])=[O:24])=[CH:4][C:5]2[CH2:6][CH2:7][C:8]3([CH2:18][CH2:19][CH3:20])[C:13]([C:14]=2[C:15]=1[Cl:16])=[CH:12][C:11](=[O:17])[CH2:10][CH2:9]3.C(N1C=CN=C1)(N1C=CN=C1)=O.O[C:39]([CH3:44])([CH3:43])[C:40]([OH:42])=[O:41]>O1CCCC1>[Cl:1][C:2]1[C:3]([O:21][CH2:22][C:23]([O:25][C:39]([C:40]([OH:42])=[O:41])([CH3:44])[CH3:43])=[O:24])=[CH:4][C:5]2[CH2:6][CH2:7][C:8]3([CH2:18][CH2:19][CH3:20])[C:13]([C:14]=2[C:15]=1[Cl:16])=[CH:12][C:11](=[O:17])[CH2:10][CH2:9]3. Procedure details: [(3,4-Dichloro-6,7,8,8a,9,10-hexahydro-6-oxo-8a-propyl-2-phenanthrenyl)oxy]acetic acid (351 mg, 1 mmole) is dissolved in tetrahydrofuran (10 ml) and treated with 1,1'-carbonyldiimidazole (160 mg, 1 mmole) and the mixture stirred at room temperature for an hour. 2-Hydroxy-2-methylpropionic acid (105 mg, 1 mmole) is added and the mixture stirred for 18 hours at room temperature. The solvent is removed by evaporation in vacuo and the residue purified by column chromatography on silica gel using dic...